This data is from the Open Reaction Database (ORD), a public repository of structured organic reaction records. The task is: describe an organic reaction: reactants, conditions, products, and yield Reactants: COC(=O)COc1ccc(NC(=O)OC(C)(C)C)cc1C, Cc1nc(-c2ccc(C(F)(F)F)cc2)sc1CCl, [H-], [I-], [K+], [Na+], [Na+], CN(C)C=O, O=S(=O)([O-])O. Yields the product COC(=O)COc1ccc(N(Cc2sc(-c3ccc(C(F)(F)F)cc3)nc2C)C(=O)OC(C)(C)C)cc1C. As a reaction SMILES: [CH3:1][O:2][C:3]([CH2:4][O:5][c:6]1[c:7]([CH3:20])[cH:8][c:9]([NH:12][C:13](=[O:14])[O:15][C:16]([CH3:17])([CH3:18])[CH3:19])[cH:10][cH:11]1)=[O:21].[Cl:24][CH2:25][c:26]1[c:27]([CH3:41])[n:28][c:29](-[c:31]2[cH:32][cH:33][c:34]([C:37]([F:38])([F:39])[F:40])[cH:35][cH:36]2)[s:30]1.[H-:43].[I-:23].[K+:49].[Na+:22].[Na+:42].[O:50]=[CH:51][N:52]([CH3:53])[CH3:54].[S:44](=[O:45])(=[O:46])([OH:47])[O-:48]>>[CH3:1][O:2][C:3]([CH2:4][O:5][c:6]1[c:7]([CH3:20])[cH:8][c:9]([N:12]([C:13](=[O:14])[O:15][C:16]([CH3:17])([CH3:18])[CH3:19])[CH2:25][c:26]2[c:27]([CH3:41])[n:28][c:29](-[c:31]3[cH:32][cH:33][c:34]([C:37]([F:38])([F:39])[F:40])[cH:35][cH:36]3)[s:30]2)[cH:10][cH:11]1)=[O:21]. The reactants are C(C)OC(=O)C=1C=NN(C1C)C1=NC=C(C=C1Cl)C(F)(F)F (3-chloro-5-(trifluoromethyl)pyridin-2-yl-5-methyl-1H-pyrazole-4-carboxylic acid ethyl ester), P(=O)([O-])([O-])[O-].[K+].[K+].[K+] (tripotassium phosphate), aqueous solution, [OH-].[Na+] (sodium hydroxide), CB(O)O (methylboronic acid), C1(CCCCC1)P(C1=C(C=CC=C1)C1=C(C=CC=C1OC)OC)C1CCCCC1 (2-dicyclohexylphosphino-2′,6′-dimethoxybiphenyl). The reagents and catalysts are C(C)(=O)[O-].[Pd+2].C(C)(=O)[O-] (palladium acetate). The solvent is CO (methanol), O1CCCC1 (tetrahydrofuran), O (water), O1CCOCC1 (1,4-dioxane), Example 123 ( 2 ). Conditions: temperature 120 celsius. Yields the product CC1=C(C=NN1C1=NC=C(C=C1C)C(F)(F)F)C(=O)O (5-Methyl-1-[3-methyl-5-(trifluoromethyl)pyridin-2-yl]-1H-pyrazole-4-carboxylic acid). The yield is 27.2%. RXN SMILES: C([O:3][C:4]([C:6]1[CH:7]=[N:8][N:9]([C:12]2[C:17](Cl)=[CH:16][C:15]([C:19]([F:22])([F:21])[F:20])=[CH:14][N:13]=2)[C:10]=1[CH3:11])=[O:5])C.[CH3:23]B(O)O.C1(P(C2CCCCC2)C2C=CC=CC=2C2C(OC)=CC=CC=2OC)CCCCC1.P([O-])([O-])([O-])=O.[K+].[K+].[K+].[OH-].[Na+]>O1CCOCC1.C([O-])(=O)C.[Pd+2].C([O-])(=O)C.CO.O1CCCC1.O>[CH3:11][C:10]1[N:9]([C:12]2[C:17]([CH3:23])=[CH:16][C:15]([C:19]([F:20])([F:21])[F:22])=[CH:14][N:13]=2)[N:8]=[CH:7][C:6]=1[C:4]([OH:3])=[O:5] |f:3.4.5.6,7.8,10.11.12|. Procedure details: A suspension of 1-[3-chloro-5-(trifluoromethyl)pyridin-2-yl-5-methyl-1H-pyrazole-4-carboxylic acid ethyl ester (3 g) in Reference Example 123 (2), methylboronic acid (807 mg), 2-dicyclohexylphosphino-2′,6′-dimethoxybiphenyl (185 mg), palladium acetate (101 mg) and tripotassium phosphate (5.72 g) in 1,4-dioxane (20 ml) was stirred at 120° C. After completion of the reaction, the mixture was allowed to cool to room temperature, 4 N aqueous solution of sodium hydroxide (30 ml), water (30 ml), tetra...